Dataset: the Open Reaction Database (ORD), a public repository of structured organic reaction records. Task: describe an organic reaction: reactants, conditions, products, and yield Reactants: NC(=S)C1=CC(=C(OCCCOC=2C=C3CC[C@H](C3=CC2)CC(=O)OCC)C=C1)OC (ethyl ((1S)-5-{3-[4-(aminocarbonothioyl)-2-methoxyphenoxy]propoxy}-2,3-dihydro-1H-inden-1-yl)acetate), C(C)OC(CBr)OCC (bromoacetaldehyde diethyl acetal). Reagents/catalysts: O (water). The solvent is CCO (EtOH). Run at temperature 70 celsius. Product: C(C)OC(C[C@@H]1CCC2=CC(=CC=C12)OCCCOC1=C(C=C(C=C1)C=1SC=CN1)OC)=O (ethyl((1S)-5-{3-[2-methoxy-4-(1,3-thiazol-2-yl)phenoxy]propoxy}-2,3-dihydro-1H-inden-1-yl)acetate). The yield is 56.7%. Reaction SMILES: [NH2:1][C:2]([C:4]1[CH:29]=[CH:28][C:7]([O:8][CH2:9][CH2:10][CH2:11][O:12][C:13]2[CH:14]=[C:15]3[C:19](=[CH:20][CH:21]=2)[C@H:18]([CH2:22][C:23]([O:25][CH2:26][CH3:27])=[O:24])[CH2:17][CH2:16]3)=[C:6]([O:30][CH3:31])[CH:5]=1)=[S:3].[CH2:32](OC(OCC)CBr)[CH3:33]>CCO.O>[CH2:26]([O:25][C:23](=[O:24])[CH2:22][C@H:18]1[C:19]2[C:15](=[CH:14][C:13]([O:12][CH2:11][CH2:10][CH2:9][O:8][C:7]3[CH:28]=[CH:29][C:4]([C:2]4[S:3][CH:32]=[CH:33][N:1]=4)=[CH:5][C:6]=3[O:30][CH3:31])=[CH:21][CH:20]=2)[CH2:16][CH2:17]1)[CH3:27]. Procedure details: Ethyl ((1S)-5-{3-[4-(aminocarbonothioyl)-2-methoxyphenoxy]propoxy}-2,3-dihydro-1H-inden-1-yl)acetate (1.00 g, 2.3 mmol) (Example 146) and bromoacetaldehyde diethyl acetal (1.78 g, 9.2 mmol) were dissolved in EtOH (30 mL) and water (2 drops) was added. The mixture was heated at 70° C. for 18 h, and then the reaction mixture was cooled to rt, and concentrated under reduced pressure. Purification by silica gel flash chromatography (EtOAc:hexane (v/v)=1:1) gave 610 mg (58%) of the title compound as ...